The task is: describe an organic reaction: reactants, conditions, products, and yield. This data is from the Open Reaction Database (ORD), a public repository of structured organic reaction records. RXN SMILES: [CH2:1]([CH3:2])[O:3][C:4]([CH2:5][CH2:6][c:7]1[n:8][cH:9][c:10]([NH:13][C:14]([CH2:15][c:16]2[cH:17][c:18]([O:33][CH3:34])[c:19]([NH:22][C:23](=[O:24])[NH:25][c:26]3[c:27]([CH3:32])[cH:28][cH:29][cH:30][cH:31]3)[cH:20][cH:21]2)=[O:35])[cH:11][cH:12]1)=[O:36].[CH3:39][CH2:40][OH:41].[Na+:38].[OH-:37]>>[O:3]=[C:4]([CH2:5][CH2:6][c:7]1[n:8][cH:9][c:10]([NH:13][C:14]([CH2:15][c:16]2[cH:17][c:18]([O:33][CH3:34])[c:19]([NH:22][C:23](=[O:24])[NH:25][c:26]3[c:27]([CH3:32])[cH:28][cH:29][cH:30][cH:31]3)[cH:20][cH:21]2)=[O:35])[cH:11][cH:12]1)[OH:36]. The product is COc1cc(CC(=O)Nc2ccc(CCC(=O)O)nc2)ccc1NC(=O)Nc1ccccc1C. Starting materials: CCOC(=O)CCc1ccc(NC(=O)Cc2ccc(NC(=O)Nc3ccccc3C)c(OC)c2)cn1, CCO, [Na+], [OH-]. The reactants are COC(C1=CC(=C(C=C1)NC1CCC1)[N+](=O)[O-])=O (4-cyclobutylamino-3-nitro-benzoic acid methyl ester). Reagents/catalysts: [Pd] (Pd/C). Solvent: C(C)O (ethyl alcohol). The product is COC(C1=CC(=C(C=C1)NC1CCC1)N)=O (3-Amino-4-cyclobutylamino-benzoic acid methyl ester). The yield is 128.5%. Reaction SMILES: [CH3:1][O:2][C:3](=[O:18])[C:4]1[CH:9]=[CH:8][C:7]([NH:10][CH:11]2[CH2:14][CH2:13][CH2:12]2)=[C:6]([N+:15]([O-])=O)[CH:5]=1>C(O)C.[Pd]>[CH3:1][O:2][C:3](=[O:18])[C:4]1[CH:9]=[CH:8][C:7]([NH:10][CH:11]2[CH2:14][CH2:13][CH2:12]2)=[C:6]([NH2:15])[CH:5]=1. Procedure: To a solution of 4-cyclobutylamino-3-nitro-benzoic acid methyl ester (18.959, 56.3 mmol) in ethyl alcohol (300 ml) in a Parr shaker was added 10% Pd/C (0.67 g). The reaction was subjected to an atmosphere of hydrogen (50 psi) until the consumption of hydrogen ceased (2 hours). The reaction mixture was filtered through a pad of Celite® and concentrated to give 15.94 g of 3-Amino-4-cyclobutylamino-benzoic acid methyl ester as a solid. Reactants: compound 116, N(=[N+]=[N-])C=1C=CC(=C(C1)C(=O)C1=C(C=C(C=C1)NC1=CC(=CC=C1)OC)Cl)C ((5-Azido-2-methyl-phenyl)-[2-chloro-4-(3-methoxy-phenylamino)-phenyl]-methanone), C(CC#C)O (but-3-yn-1-ol). Yields the product ClC1=C(C=CC(=C1)NC1=CC(=CC=C1)OC)C(=O)C1=C(C=CC(=C1)N1N=NC(=C1)CCO)C ([2-Chloro-4-(3-methoxy-phenylamino)-phenyl]-{5-[4-(2-hydroxy-ethyl)-[1,2,3]triazol-1-yl]-2-methyl-phenyl}-methanone). As a reaction SMILES: [N:1]([C:4]1[CH:5]=[CH:6][C:7]([CH3:28])=[C:8]([C:10]([C:12]2[CH:17]=[CH:16][C:15]([NH:18][C:19]3[CH:24]=[CH:23][CH:22]=[C:21]([O:25][CH3:26])[CH:20]=3)=[CH:14][C:13]=2[Cl:27])=[O:11])[CH:9]=1)=[N+:2]=[N-:3].[CH2:29]([OH:33])[CH2:30][C:31]#[CH:32]>>[Cl:27][C:13]1[CH:14]=[C:15]([NH:18][C:19]2[CH:24]=[CH:23][CH:22]=[C:21]([O:25][CH3:26])[CH:20]=2)[CH:16]=[CH:17][C:12]=1[C:10]([C:8]1[CH:9]=[C:4]([N:1]2[CH:32]=[C:31]([CH2:30][CH2:29][OH:33])[N:3]=[N:2]2)[CH:5]=[CH:6][C:7]=1[CH3:28])=[O:11]. Reported procedure: The reaction was carried out similarly as described in the preparation of compound 116, using compound 468 (0.22 mmol) and but-3-yn-1-ol (0.28 mmol). The crude product was purified by flash chromatography using EtOAc/petroleum ether (40-60) 6:1 as the eluent to afford the title compound as light yellow foam. 13C NMR (CDCl3) δ 194.8, 160.8, 148.5, 141.1, 141.0, 138.1, 135.5, 134.8, 133.9, 132.6, 130.4, 127.8, 122.2, 120.7, 119.9, 116.6, 113.6, 113.2, 109.4, 107.3, 61.6, 55.4, 28.7, 19.9 Reported procedure: 17.7 g (0.256 mole) of sodium nitrite are added to a solution of 39.5 g (0.233 mole) of 6-amino-2-(ethoxymethyl)-4(3H)-pyrimidinone in 336 ml (0.336 mole) of 1N sodium hydroxide. A solution of 17.9 ml (0.320 mole) of 96% sulphuric acid diluted in 179 ml of water is then added dropwise at between 0° and 5° C. The precipitate formed is isolated by filtration immediately after completion of the addition. The solid obtained is washed with cold water and then with ethyl ether. After drying, it is use... The solvent is O (water). RXN SMILES: [N:1]([O-:3])=O.[Na+].[NH2:5][C:6]1[N:11]=[C:10]([CH2:12][O:13][CH2:14][CH3:15])[NH:9][C:8](=[O:16])[CH:7]=1.[OH-].[Na+].S(=O)(=O)(O)O>O>[NH2:5][C:6]1[N:11]=[C:10]([CH2:12][O:13][CH2:14][CH3:15])[NH:9][C:8](=[O:16])[C:7]=1[N:1]=[O:3] |f:0.1,3.4|. The reactants are N(=O)[O-].[Na+] (sodium nitrite), NC1=CC(NC(=N1)COCC)=O (6-amino-2-(ethoxymethyl)-4(3H)-pyrimidinone), [OH-].[Na+] (sodium hydroxide), S(O)(O)(=O)=O (sulphuric acid). The product is NC1=C(C(NC(=N1)COCC)=O)N=O (6-Amino-2-(ethoxymethyl)-5-nitroso-4(3H)-pyrimidinone). Reactants: C(=O)(OC(C)(C)C)N1CCNCC1 (Boc-piperazine), BrC1=CC=CC=2C(=COC21)C=O (7-bromo-1-benzofuran-3-carbaldehyde), [BH-](OC(=O)C)(OC(=O)C)OC(=O)C.[Na+] (NaBH(OAc)3). Reaction conditions: time 12 hour. As a reaction SMILES: [C:1]([N:8]1[CH2:13][CH2:12][NH:11][CH2:10][CH2:9]1)([O:3][C:4]([CH3:7])([CH3:6])[CH3:5])=[O:2].[Br:14][C:15]1[C:23]2[O:22][CH:21]=[C:20]([CH:24]=O)[C:19]=2[CH:18]=[CH:17][CH:16]=1.[BH-](OC(C)=O)(OC(C)=O)OC(C)=O.[Na+]>CCOC(C)=O>[Br:14][C:15]1[C:23]2[O:22][CH:21]=[C:20]([CH2:24][N:11]3[CH2:10][CH2:9][N:8]([C:1]([O:3][C:4]([CH3:7])([CH3:6])[CH3:5])=[O:2])[CH2:13][CH2:12]3)[C:19]=2[CH:18]=[CH:17][CH:16]=1 |f:2.3|. Procedure: To a flask charged with Boc-piperazine (130 mg, 0.70 mmol) and 7-bromo-1-benzofuran-3-carbaldehyde (141 mg, 0.63 mmol) was added NaBH(OAc)3 (761 mg, 2.80 mmol). The mixture was stirred at room temperture for 12 hours. Then the reaction was diluted with EtOAc (50 mL), washed with brine (15 mL), dried over Na2SO4 and concentrated. The residue was purified with prep-TLC to obtain the pure product tert-butyl 4-[(7-bromo-1-benzofuran-3-yl)methyl]piperazine-1-carboxylate. Solvent: CCOC(=O)C (EtOAc). Yields the product BrC1=CC=CC=2C(=COC21)CN2CCN(CC2)C(=O)OC(C)(C)C (tert-butyl 4-[(7-bromo-1-benzofuran-3-yl)methyl]piperazine-1-carboxylate). The reactants are C[Si](C)(C)[NH-], COC(=O)CCC(C)(C)c1cccc(OC)c1F, C[Si](C)(C)[NH-], Cc1ccccc1, [Cl-], [K+], [K+], [NH4+], C1CCOC1. The product is COC(=O)C(O)CC(C)(C)c1cccc(OC)c1F. Reaction SMILES: [CH3:19][Si:20]([NH-:21])([CH3:22])[CH3:23].[CH3:1][O:2][C:3]([CH2:4][CH2:5][C:6]([CH3:7])([CH3:8])[c:9]1[c:10]([F:17])[c:11]([O:15][CH3:16])[cH:12][cH:13][cH:14]1)=[O:18].[CH3:24][Si:25]([NH-:26])([CH3:27])[CH3:28].[CH3:38][c:39]1[cH:40][cH:41][cH:42][cH:43][cH:44]1.[Cl-:31].[K+:29].[K+:30].[NH4+:32].[O:33]1[CH2:34][CH2:35][CH2:36][CH2:37]1>>[CH3:1][O:2][C:3]([CH:4]([CH2:5][C:6]([CH3:7])([CH3:8])[c:9]1[c:10]([F:17])[c:11]([O:15][CH3:16])[cH:12][cH:13][cH:14]1)[OH:33])=[O:18]. The reactants are B.[Na] (sodium boron hydride), C(CCCCCCC)OC1=CC=C(C=C1)C1=CC=C(C=C1)C=O (4'-Octyloxy-4-formyl-biphenyl), 6H-HCl, O (water). Run in C(C)(C)O (isopropyl alcohol), C(C)(C)O (isopropyl alcohol). Conditions: temperature 70 celsius, time 4 hour. The product is C(CCCCCCC)OC1=CC=C(C=C1)C1=CC=C(C=C1)CO (4'-octyloxy-4-hydroxymethyl-biphenyl). The yield is 94.4%. As a reaction SMILES: [CH2:1]([O:9][C:10]1[CH:15]=[CH:14][C:13]([C:16]2[CH:21]=[CH:20][C:19]([CH:22]=[O:23])=[CH:18][CH:17]=2)=[CH:12][CH:11]=1)[CH2:2][CH2:3][CH2:4][CH2:5][CH2:6][CH2:7][CH3:8].B.[Na].O>C(O)(C)C>[CH2:1]([O:9][C:10]1[CH:15]=[CH:14][C:13]([C:16]2[CH:21]=[CH:20][C:19]([CH2:22][OH:23])=[CH:18][CH:17]=2)=[CH:12][CH:11]=1)[CH2:2][CH2:3][CH2:4][CH2:5][CH2:6][CH2:7][CH3:8] |f:1.2,^1:24|. Reported procedure: 4'-Octyloxy-4-formyl-biphenyl (30 g) was suspended in isopropyl alcohol (100 ml), followed by pouring in the resulting suspension, a suspension of sodium boron hydride (1.22 g) in isopropyl alcohol (100 ml), stirring the mixture at 70° C. for 4 hours, adding 6H-HCl (20 ml) and water (10 ml), stirring the mixture at 70° C. for 2 hours, allowing to stand overnight, filtering and collecting the resulting crystals and recrystallizing from ethanol to obtain 4'-octyloxy-4-hydroxymethyl-biphenyl (28.5 ...